Task: describe an organic reaction: reactants, conditions, products, and yield. Dataset: the Open Reaction Database (ORD), a public repository of structured organic reaction records Product: O1COC2=C1C=CC(=C2)C(C(=O)O)C2=CN(C1=CC=C(C=C21)Br)C (2-(1,3-Benzodioxol-5-yl)-2-(5-bromo-1-methyl-1H-3-indolyl)acetic acid). Yield: 83.6%. As a reaction SMILES: [OH-].[Na+].C([O-])(=O)C.[O:7]1[C:11]2[CH:12]=[CH:13][C:14]([CH:16]([C:21]3[C:29]4[C:24](=[CH:25][CH:26]=[C:27]([Br:30])[CH:28]=4)[N:23]([CH3:31])[CH:22]=3)[C:17]([O:19]C)=[O:18])=[CH:15][C:10]=2[O:9][CH2:8]1.CO>O1CCOCC1>[O:7]1[C:11]2[CH:12]=[CH:13][C:14]([CH:16]([C:21]3[C:29]4[C:24](=[CH:25][CH:26]=[C:27]([Br:30])[CH:28]=4)[N:23]([CH3:31])[CH:22]=3)[C:17]([OH:19])=[O:18])=[CH:15][C:10]=2[O:9][CH2:8]1 |f:0.1|. Reported procedure: Aqueous sodium hydroxide (14.7 ml of 1M) was added to a solution of methyl 2-(1,3-benzodioxol-5-yl)-2-5-bromo-1-methyl-1H-3-indolyl) acetate from (b) (1.97 g, 4.9 mmol) in a 3:1 mixture of methanol and 1,4-dioxane at ambient temperature. The mixture was heated to reflux for 1 hour before recooling and removing the organic solvents in vacuo. The residue was redissolved in water and acidified with drops of concentrated hydrochloric acid. The resultant precipitate was extracted with diethylether, d... The solvent is O1CCOCC1 (1,4-dioxane). Reactants: [OH-].[Na+] (sodium hydroxide), C(C)(=O)[O-] (acetate), O1COC2=C1C=CC(=C2)C(C(=O)OC)C2=CN(C1=CC=C(C=C21)Br)C (Methyl 2-(1,3-benzodioxol-5-yl)-2-(5-bromo-1-methyl-1H-3-indolyl)acetate), CO (methanol).